Task: describe an organic reaction: reactants, conditions, products, and yield. Dataset: the Open Reaction Database (ORD), a public repository of structured organic reaction records Reactants: COC1=CC=C(CN2N=CC3=C2N=CC=C3N(CCN3CCOCC3)C3=C(C=C(C=C3)[N+](=O)[O-])F)C=C1 (1-(4-methoxybenzyl)-N-(2-fluoro-4-nitrophenyl)-N-(2-morpholinoethyl)-1H-pyrazolo[3,4-b]pyridin-4-amine), SnCl2-dihydrate. Run in CCO (EtOH). Product: COC1=CC=C(CN2N=CC=3C2=NC=CC3N(C3=C(C=C(C=C3)N)F)CCN3CCOCC3)C=C1 (N1-(1-(4-methoxybenzyl)-1H-pyrazolo[3,4-b]pyridin-4-yl)-2-fluoro-N1-(2-morpholinoethyl)benzene-1,4-diamine). Isolated yield 93.0%. Reaction SMILES: [CH3:1][O:2][C:3]1[CH:37]=[CH:36][C:6]([CH2:7][N:8]2[C:12]3[N:13]=[CH:14][CH:15]=[C:16]([N:17]([C:26]4[CH:31]=[CH:30][C:29]([N+:32]([O-])=O)=[CH:28][C:27]=4[F:35])[CH2:18][CH2:19][N:20]4[CH2:25][CH2:24][O:23][CH2:22][CH2:21]4)[C:11]=3[CH:10]=[N:9]2)=[CH:5][CH:4]=1>CCO>[CH3:1][O:2][C:3]1[CH:4]=[CH:5][C:6]([CH2:7][N:8]2[C:12]3=[N:13][CH:14]=[CH:15][C:16]([N:17]([CH2:18][CH2:19][N:20]4[CH2:25][CH2:24][O:23][CH2:22][CH2:21]4)[C:26]4[CH:31]=[CH:30][C:29]([NH2:32])=[CH:28][C:27]=4[F:35])=[C:11]3[CH:10]=[N:9]2)=[CH:36][CH:37]=1. Procedure: 1-(4-methoxybenzyl)-N-(2-fluoro-4-nitrophenyl)-N-(2-morpholinoethyl)-1H-pyrazolo[3,4-b]pyridin-4-amine (0.024 g, 0.0474 mmol) and SnCl2-dihydrate (0.0535 g, 0.237 mmol) were stirred in EtOH (2 mL) for 2 hours at reflux. The reaction was cooled to room temperature and then concentrated under reduced pressure and dried in vacuo. The residue was diluted with EtOAc and washed with saturated Na2CO3 (20 mL). The organics were dried over Na2SO4. The organics were filtered and concentrated to give 21 mg... Starting materials: CC(C)(C)OC(=O)N1CCC(O)CC1, CC(C)(C)[O-], CS(C)=O, CC(C)(C)O, O=c1cc(-c2ccc(Cl)nc2)cn[nH]1, [K+], O. Yields the product CC(C)(C)OC(=O)N1CCC(Oc2ccc(-c3cn[nH]c(=O)c3)cn2)CC1. As a reaction SMILES: [C:15]([CH3:16])([CH3:17])([CH3:18])[O:19][C:20](=[O:21])[N:22]1[CH2:23][CH2:24][CH:25]([OH:28])[CH2:26][CH2:27]1.[CH3:29][C:30]([CH3:31])([O-:32])[CH3:33].[CH3:36][S:37]([CH3:38])=[O:39].[CH3:40][C:41]([OH:42])([CH3:43])[CH3:44].[Cl:1][c:2]1[cH:3][cH:4][c:5](-[c:8]2[cH:9][c:10](=[O:14])[nH:11][n:12][cH:13]2)[cH:6][n:7]1.[K+:34].[OH2:35]>>[c:2]1([O:28][CH:25]2[CH2:24][CH2:23][N:22]([C:20]([O:19][C:15]([CH3:16])([CH3:17])[CH3:18])=[O:21])[CH2:27][CH2:26]2)[cH:3][cH:4][c:5](-[c:8]2[cH:9][c:10](=[O:14])[nH:11][n:12][cH:13]2)[cH:6][n:7]1. The reactants are C(=O)(O)[C@H]1N(C[C@H](C1)SCC1=CC=C(C=C1)OC)C ((2S,4S)-2-carboxy-4-(4-methoxybenzylthio)-1-methylpyrrolidine), N,N'-carbonyldiimidazole, FC(C(=O)O)(F)F.[N+](=O)([O-])C1=CC=C(COC(=O)N2CCNCCC2)C=C1 (1-(4-nitrobenzyloxycarbonyl)homopiperazine trifluoroacetate). The solvent is C(C)#N (acetonitrile), C(C)#N (acetonitrile), C(C)(C)N(C(C)C)CC (N,N-diisopropylethylamine). Reaction conditions: temperature 35 celsius, time 25 minute. Product: COC1=CC=C(CS[C@H]2C[C@H](N(C2)C)C(=O)N2CCN(CCC2)C(=O)OCC2=CC=C(C=C2)[N+](=O)[O-])C=C1 ((2S,4S)-4-(4-Methoxybenzylthio)-1-methyl-2-[4-(4-nitrobenzyloxycarbonyl)-1-homopiperazinylcarbonyl]pyrrolidine). Isolated yield 72.0%. Reaction SMILES: [C:1]([C@@H:4]1[CH2:8][C@H:7]([S:9][CH2:10][C:11]2[CH:16]=[CH:15][C:14]([O:17][CH3:18])=[CH:13][CH:12]=2)[CH2:6][N:5]1[CH3:19])([OH:3])=O.FC(F)(F)C(O)=O.[N+:27]([C:30]1[CH:46]=[CH:45][C:33]([CH2:34][O:35][C:36]([N:38]2[CH2:44][CH2:43][CH2:42][NH:41][CH2:40][CH2:39]2)=[O:37])=[CH:32][CH:31]=1)([O-:29])=[O:28]>C(#N)C.C(N(CC)C(C)C)(C)C>[CH3:18][O:17][C:14]1[CH:15]=[CH:16][C:11]([CH2:10][S:9][C@@H:7]2[CH2:6][N:5]([CH3:19])[C@H:4]([C:1]([N:41]3[CH2:42][CH2:43][CH2:44][N:38]([C:36]([O:35][CH2:34][C:33]4[CH:45]=[CH:46][C:30]([N+:27]([O-:29])=[O:28])=[CH:31][CH:32]=4)=[O:37])[CH2:39][CH2:40]3)=[O:3])[CH2:8]2)=[CH:12][CH:13]=1 |f:1.2|. Reported procedure: A suspension of 1.8 g of (2S,4S)-2-carboxy-4-(4-methoxybenzylthio)-1-methylpyrrolidine [prepared as described in step (ii) above] and 1.26 g of N,N'-carbonyldiimidazole in 18 ml of dry acetonitrile was stirred at 35° C. for 25 minutes. A solution of 3.7 g of 1-(4-nitrobenzyloxycarbonyl)homopiperazine trifluoroacetate in 20 ml of dry acetonitrile and 2.0 ml of N,N-diisopropylethylamine were then simultaneously added dropwise, whilst ice-cooling, to the reaction mixture, and the resulting mixture ...